Task: describe an organic reaction: reactants, conditions, products, and yield. Dataset: the Open Reaction Database (ORD), a public repository of structured organic reaction records The reactants are C[C@H](C#C)C1=CC=C(CC=2SC=C(N2)C(F)(F)F)C=C1 (2-{4-[(1R)-1-methylprop-2-yn-1-yl]benzyl}-4-(trifluoromethyl)-1,3-thiazole), C1(=CC=C(C=C1)S(=O)(=O)N=[N+]=[N-])C (p-toluenesulfonylazide), 2,6-toluidine. The reagents and catalysts are [Cu]I (CuI). Run in C(Cl)(Cl)Cl (CHCl3). Reaction conditions: time 12 hour. The product is CC1=CC=C(C=C1)S(=O)(=O)N1N=NC(=C1)[C@H](C)C1=CC=C(C=C1)CC=1SC=C(N1)C(F)(F)F (1-(4-methylbenzensulfonyl)-4-[(1R)-1-(4-{[4-(trifluoromethyl)-1,3-thiazol-2-yl]methyl}phenyl)ethyl]-1H-1,2,3-triazole). Isolated yield 60.6%. Reaction SMILES: [CH3:1][C@@H:2]([C:5]1[CH:20]=[CH:19][C:8]([CH2:9][C:10]2[S:11][CH:12]=[C:13]([C:15]([F:18])([F:17])[F:16])[N:14]=2)=[CH:7][CH:6]=1)[C:3]#[CH:4].[C:21]1([CH3:33])[CH:26]=[CH:25][C:24]([S:27]([N:30]=[N+:31]=[N-:32])(=[O:29])=[O:28])=[CH:23][CH:22]=1>C(Cl)(Cl)Cl.[Cu]I>[CH3:33][C:21]1[CH:22]=[CH:23][C:24]([S:27]([N:30]2[CH:4]=[C:3]([C@@H:2]([C:5]3[CH:6]=[CH:7][C:8]([CH2:9][C:10]4[S:11][CH:12]=[C:13]([C:15]([F:18])([F:17])[F:16])[N:14]=4)=[CH:19][CH:20]=3)[CH3:1])[N:32]=[N:31]2)(=[O:29])=[O:28])=[CH:25][CH:26]=1. Reported procedure: A cooled (0-5° C.) mixture of 2-{4-[(1R)-1-methylprop-2-yn-1-yl]benzyl}-4-(trifluoromethyl)-1,3-thiazole (0.115 g, 0.4 mmol), p-toluenesulfonylazide (66 mg, 0.33 mmol), 2,6-toluidine (48 mg, 0.4 mmol) and CuI (5% mmol) in CHCl3 (5 ml) was stirred for 12 h. The reaction was quenched by adding a buffer solution (pH=5.4) and the product extracted with CHCl3 (3×5 ml). After solvent evaporation the crude was purified by flash chromatography to give pure 1-(4-methylbenzensulfonyl)-4-[(1R)-1-(4-{[4-(tr... Starting materials: O=C([O-])[O-], C=C(c1cc(C(=O)OC)ccc1OS(=O)(=O)C(F)(F)F)C(C)(C)C, COc1ccc(F)c(B(O)O)c1, [K+], [K+], CN(C)C=O, O, c1ccc(P(c2ccccc2)(c2ccccc2)[Pd](P(c2ccccc2)(c2ccccc2)c2ccccc2)(P(c2ccccc2)(c2ccccc2)c2ccccc2)P(c2ccccc2)(c2ccccc2)c2ccccc2)cc1. The product is C=C(c1cc(C(=O)OC)ccc1-c1cc(OC)ccc1F)C(C)(C)C. RXN SMILES: [C:42](=[O:43])([O-:44])[O-:45].[CH3:1][C:2]([CH3:3])([CH3:4])[C:5](=[CH2:6])[c:7]1[cH:8][c:9]([C:10](=[O:11])[O:12][CH3:13])[cH:14][cH:15][c:16]1[O:17][S:18]([C:19]([F:20])([F:21])[F:22])(=[O:23])=[O:24].[F:30][c:31]1[c:32]([B:39]([OH:40])[OH:41])[cH:33][c:34]([O:37][CH3:38])[cH:35][cH:36]1.[K+:46].[K+:47].[O:25]=[CH:26][N:27]([CH3:28])[CH3:29].[OH2:48].[cH:49]1[cH:50][cH:51][c:52]([P:53]([Pd:54]([P:55]([c:56]2[cH:57][cH:58][cH:59][cH:60][cH:61]2)([c:62]2[cH:63][cH:64][cH:65][cH:66][cH:67]2)[c:68]2[cH:69][cH:70][cH:71][cH:72][cH:73]2)([P:74]([c:75]2[cH:76][cH:77][cH:78][cH:79][cH:80]2)([c:81]2[cH:82][cH:83][cH:84][cH:85][cH:86]2)[c:87]2[cH:88][cH:89][cH:90][cH:91][cH:92]2)[P:93]([c:94]2[cH:95][cH:96][cH:97][cH:98][cH:99]2)([c:100]2[cH:101][cH:102][cH:103][cH:104][cH:105]2)[c:106]2[cH:107][cH:108][cH:109][cH:110][cH:111]2)([c:112]2[cH:113][cH:114][cH:115][cH:116][cH:117]2)[c:118]2[cH:119][cH:120][cH:121][cH:122][cH:123]2)[cH:124][cH:125]1>>[CH3:1][C:2]([CH3:3])([CH3:4])[C:5](=[CH2:6])[c:7]1[cH:8][c:9]([C:10](=[O:11])[O:12][CH3:13])[cH:14][cH:15][c:16]1-[c:32]1[c:31]([F:30])[cH:36][cH:35][c:34]([O:37][CH3:38])[cH:33]1. The reactants are CCOC(=O)C (EtOAc), CP(=O)(C)CN1CCN(CC1)CC1=C(C=C(C=C1)NC(C1=CC(=C(C=C1)C)C#C)=O)C(F)(F)F (N-[4-({4-[(dimethylphosphoryl)methyl]piperazin-1-yl}methyl)-3-(trifluoromethyl)phenyl]-3-ethynyl-4-methylbenzamide), N#N (N2), C(C)(C)N(C(C)C)CC (N,N-diisopropylethylamine), BrC1=CC=2OCC(NC2N=C1)=O (7-bromo-4H-pyrido[3,2-b][1,4]oxazin-3-one), Pd[(PPh3)]4. The reagents and catalysts are [Cu]I (CuI). Run in O (water), CN(C)C=O (DMF). Reaction conditions: temperature 80 celsius, time 24 hour. Yields the product CP(=O)(C)CN1CCN(CC1)CC1=C(C=C(C=C1)NC(C1=CC(=C(C=C1)C)C#CC1=CC2=C(NC(OC2)=O)N=C1)=O)C(F)(F)F (N-[4-({4-[(dimethylphosphoryl)methyl]piperazin-1-yl}methyl)-3-(trifluoromethyl)phenyl]-4-methyl-3[(2-oxo-1,4-dihydro-2H-pyrido[2,3-d][1,3]oxazin-6-yl)ethynyl]benzamide). As a reaction SMILES: [CH3:1][P:2]([CH2:5][N:6]1[CH2:11][CH2:10][N:9]([CH2:12][C:13]2[CH:18]=[CH:17][C:16]([NH:19][C:20](=[O:30])[C:21]3[CH:26]=[CH:25][C:24]([CH3:27])=[C:23]([C:28]#[CH:29])[CH:22]=3)=[CH:15][C:14]=2[C:31]([F:34])([F:33])[F:32])[CH2:8][CH2:7]1)([CH3:4])=[O:3].Br[C:36]1[CH:45]=[N:44][C:43]2[NH:42][C:41](=[O:46])CO[C:38]=2[CH:37]=1.N#N.C(N(CC)C(C)C)(C)C.C[CH2:59][O:60]C(C)=O>[Cu]I.O.CN(C=O)C>[CH3:1][P:2]([CH2:5][N:6]1[CH2:11][CH2:10][N:9]([CH2:12][C:13]2[CH:18]=[CH:17][C:16]([NH:19][C:20](=[O:30])[C:21]3[CH:26]=[CH:25][C:24]([CH3:27])=[C:23]([C:28]#[C:29][C:36]4[CH:45]=[N:44][C:43]5[NH:42][C:41](=[O:46])[O:60][CH2:59][C:38]=5[CH:37]=4)[CH:22]=3)=[CH:15][C:14]=2[C:31]([F:34])([F:32])[F:33])[CH2:8][CH2:7]1)([CH3:4])=[O:3]. Reported procedure: N-[4-({4-[(dimethylphosphoryl)methyl]piperazin-1-yl}methyl)-3-(trifluoromethyl)phenyl]-3-ethynyl-4-methylbenzamide (0.22 mmol), 7-bromo-4H-pyrido[3,2-b][1,4]oxazin-3-one (45.8 mg, 0.2 mmol), Pd[(PPh3)]4 (11.6 mg, 0.01 mmol). CuI (2.9 mg, 0.015 mmol) is placed in a vial capped with rubber septa. This vial is subjected to 3 cycles of vacuum-refilling with N2. To this mixture is added anhydrous N,N-diisopropylethylamine (0.1 mL, 0.6 mmol) and DMF (1.0 mL). The resulting solution is stirred at 80° C...